Dataset: the Open Reaction Database (ORD), a public repository of structured organic reaction records. Task: describe an organic reaction: reactants, conditions, products, and yield RXN SMILES: [CH3:21][N:22]([CH2:23][CH2:24][Cl:25])[CH3:26].[Cl:1][c:2]1[cH:3][c:4]2[c:13]([cH:14][cH:15]1)[N:12]([CH3:16])[c:11]1[c:6]([cH:7][cH:8][cH:9][cH:10]1)[CH:5]2[C:17](=[O:18])[O:19][CH3:20].[O:28]1[CH2:29][CH2:30][CH2:31][CH2:32]1.[OH2:27]>>[Cl:1][c:2]1[cH:3][c:4]2[c:13]([cH:14][cH:15]1)[N:12]([CH3:16])[c:11]1[c:6]([cH:7][cH:8][cH:9][cH:10]1)[C:5]2([C:17](=[O:18])[O:19][CH3:20])[CH2:24][CH2:23][N:22]([CH3:21])[CH3:26]. Yields the product COC(=O)C1(CCN(C)C)c2ccccc2N(C)c2ccc(Cl)cc21. Reactants: CN(C)CCCl, COC(=O)C1c2ccccc2N(C)c2ccc(Cl)cc21, C1CCOC1, O. Starting materials: Cl(=O)(=O)(=O)[O-].C1=[NH+]CCC2=CC=CC=C12 (3,4-Dihydroisoquinolinium perchlorate), C(C)(C)=C1C(CCCC1)=O (2-isopropylidenecyclohexanone). Run in CN(C=O)C (dimethylforamide), C(C)O (ethanol). The product is Cl(=O)(=O)(=O)[O-].CC=1C2=C([N+]=3CCC4=C(C3C1)C=CC=C4)CCCC2 (1,2,3,4,6,7-Hexahydro-13-methyldibenzo[a,f]quinolizinium perchlorate). As a reaction SMILES: [Cl:1]([O-:5])(=[O:4])(=[O:3])=[O:2].[CH:6]1[C:15]2[C:10](=[CH:11][CH:12]=[CH:13][CH:14]=2)[CH2:9][CH2:8][NH+:7]=1.[C:16](=[C:19]1[CH2:24][CH2:23][CH2:22][CH2:21][C:20]1=O)([CH3:18])[CH3:17]>CN(C)C=O.C(O)C>[Cl:1]([O-:5])(=[O:4])(=[O:3])=[O:2].[CH3:18][C:16]1[C:19]2[CH2:24][CH2:23][CH2:22][CH2:21][C:20]=2[N+:7]2[CH2:8][CH2:9][C:10]3[CH:11]=[CH:12][CH:13]=[CH:14][C:15]=3[C:6]=2[CH:17]=1 |f:0.1,5.6|. Procedure: 3,4-Dihydroisoquinolinium perchlorate (4.6 g) and 2-isopropylidenecyclohexanone (3 g) were dissolved in dimethylforamide (12 ml) and refluxed for 12 hours. The reaction mixture was cooled, diluted with ethanol, and filtered. The product was purified by recrystallization from methanol. Yield 3 g; m.p. 205°. Reactants: CC1=NOC(=C1C1=CC=C2C=NN3C2=C1OCC3C3=CC=CC=C3)C (9-(3,5-dimethylisoxazol-4-yl)-3-phenyl-2,3-dihydro[1,4]oxazino[2,3,4-hi]indazole), BrN1C(CCC1=O)=O (N-bromosuccinimide). Run in CCOC(=O)C (EtOAc), C(C)#N (acetonitrile). Reaction conditions: temperature 0 celsius, time 30 minute. The product is BrC1=C2C=NN3C2=C(C(=C1)C=1C(=NOC1C)C)OCC3C3=CC=CC=C3 (7-Bromo-9-(3,5-dimethylisoxazol-4-yl)-3-phenyl-2,3-dihydro[1,4]oxazino[2,3,4-hi]indazole). Isolated yield 66.5%. Reaction SMILES: [CH3:1][C:2]1[C:6]([C:7]2[C:15]3[O:16][CH2:17][CH:18]([C:19]4[CH:24]=[CH:23][CH:22]=[CH:21][CH:20]=4)[N:13]4[C:14]=3[C:10]([CH:11]=[N:12]4)=[CH:9][CH:8]=2)=[C:5]([CH3:25])[O:4][N:3]=1.[Br:26]N1C(=O)CCC1=O>C(#N)C.CCOC(C)=O>[Br:26][C:9]1[CH:8]=[C:7]([C:6]2[C:2]([CH3:1])=[N:3][O:4][C:5]=2[CH3:25])[C:15]2[O:16][CH2:17][CH:18]([C:19]3[CH:20]=[CH:21][CH:22]=[CH:23][CH:24]=3)[N:13]3[C:14]=2[C:10]=1[CH:11]=[N:12]3. Reported procedure: A solution of 9-(3,5-dimethylisoxazol-4-yl)-3-phenyl-2,3-dihydro[1,4]oxazino[2,3,4-hi]indazole (0.011 g, 0.033 mmol) in acetonitrile (0.4 mL) at 0° C. was treated with N-bromosuccinimide (8.3 mg, 0.047 mmol) and stirred at 0° C. for 30 min. The reaction mixture was diluted with EtOAc (20 mL) and washed with saturated sodium bicarbonate solution (20 mL), dried over sodium sulfate, filtered, and concentrated to a colorless residue. Purification via preparative LCMS (XBridge C18 column, eluting wit... The reactants are CC(C)OC1CC(S(=O)(=O)c2ccc(Br)cc2C(F)(F)F)CC1C(=O)NC1(C#N)CC1, COC1CC(S(=O)(=O)c2ccc(Br)cc2C(F)(F)F)CC1C(=O)NC1(C#N)CC1, Cc1noc(C)c1B(O)O. Product: Cc1noc(C)c1-c1ccc(S(=O)(=O)C2CC(OC(C)C)C(C(=O)NC3(C#N)CC3)C2)c(C(F)(F)F)c1. Reaction SMILES: [C:11](#[N:12])[C:13]1([NH:16][C:17](=[O:18])[CH:19]2[CH:20]([O:38][CH:39]([CH3:40])[CH3:41])[CH2:21][CH:22]([S:24](=[O:25])(=[O:26])[c:27]3[c:28]([C:34]([F:35])([F:36])[F:37])[cH:29][c:30]([Br:33])[cH:31][cH:32]3)[CH2:23]2)[CH2:14][CH2:15]1.[C:42]([C:43]1([NH:44][C:45]([CH:46]2[CH2:47][CH:48]([S:49]([c:50]3[cH:51][cH:52][c:53]([Br:54])[cH:55][c:56]3[C:57]([F:58])([F:59])[F:60])(=[O:61])=[O:62])[CH2:63][CH:64]2[O:65][CH3:66])=[O:67])[CH2:68][CH2:69]1)#[N:70].[CH3:1][c:2]1[n:3][o:4][c:5]([CH3:10])[c:6]1[B:7]([OH:8])[OH:9]>>[CH3:1][c:2]1[n:3][o:4][c:5]([CH3:10])[c:6]1-[c:30]1[cH:29][c:28]([C:34]([F:35])([F:36])[F:37])[c:27]([S:24]([CH:22]2[CH2:21][CH:20]([O:38][CH:39]([CH3:40])[CH3:41])[CH:19]([C:17]([NH:16][C:13]3([C:11]#[N:12])[CH2:14][CH2:15]3)=[O:18])[CH2:23]2)(=[O:25])=[O:26])[cH:32][cH:31]1. The reactants are FC=1C=C(C=NC1)C1=CC(=NC(=N1)SC)N1[C@H](COCC1)C ((S)-4-(6-(5-fluoropyridin-3-yl)-2-(methylthio)pyrimidin-4-yl)-3-methylmorpholine), C1(CC1)NC(NC1=CC=C(C=C1)B1OC(C)(C)C(C)(C)O1)=O (4-(3-cyclopropylureido)phenyl boronic acid pinacol ester), ClC1=NC(=CC(=N1)N1[C@H](COCC1)C)C1=NC=CC=C1 ((S)-4-(2-chloro-6-(pyridin-2-yl)pyrimidin-4-yl)-3-methylmorpholine), ClC1=NC(=CC(=N1)N1[C@H](COCC1)C)C1=NC=CC=C1 ((S)-4-(2-chloro-6-(pyridin-2-yl)pyrimidin-4-yl)-3-methylmorpholine). Yields the product C1(CC1)NC(=O)NC1=CC=C(C=C1)C1=NC(=CC(=N1)N1[C@H](COCC1)C)C1=NC=CC=C1 ((S)-1-cyclopropyl-3-(4-(4-(3-methylmorpholino)-6-(pyridin-2-yl)pyrimidin-2-yl)phenyl)urea). Reaction SMILES: FC1C=C(C2N=C(SC)N=C(N3CCOC[C@@H]3C)C=2)C=NC=1.Cl[C:24]1[N:29]=[C:28]([N:30]2[CH2:35][CH2:34][O:33][CH2:32][C@@H:31]2[CH3:36])[CH:27]=[C:26]([C:37]2[CH:42]=[CH:41][CH:40]=[CH:39][N:38]=2)[N:25]=1.[CH:43]1([NH:46][C:47](=[O:64])[NH:48][C:49]2[CH:54]=[CH:53][C:52](B3OC(C)(C)C(C)(C)O3)=[CH:51][CH:50]=2)[CH2:45][CH2:44]1>>[CH:43]1([NH:46][C:47]([NH:48][C:49]2[CH:54]=[CH:53][C:52]([C:24]3[N:29]=[C:28]([N:30]4[CH2:35][CH2:34][O:33][CH2:32][C@@H:31]4[CH3:36])[CH:27]=[C:26]([C:37]4[CH:42]=[CH:41][CH:40]=[CH:39][N:38]=4)[N:25]=3)=[CH:51][CH:50]=2)=[O:64])[CH2:45][CH2:44]1. Reported procedure: Method as described for intermediate 5 using (S)-4-(2-chloro-6-(pyridin-2-yl)pyrimidin-4-yl)-3-methylmorpholine (intermediate 21) and 4-(3-cyclopropylureido)phenyl boronic acid pinacol ester. Material was purified by prep HPLC (low pH) to afford a light orange solid. The reactants are N, N#Cc1ncccc1-n1ccc2ccccc21. The product is NCc1ncccc1-n1ccc2ccccc21. Reaction SMILES: [NH3:18].[n:1]1(-[c:10]2[c:11]([C:16]#[N:17])[n:12][cH:13][cH:14][cH:15]2)[cH:2][cH:3][c:4]2[cH:5][cH:6][cH:7][cH:8][c:9]12>>[n:1]1(-[c:10]2[c:11]([CH2:16][NH2:17])[n:12][cH:13][cH:14][cH:15]2)[cH:2][cH:3][c:4]2[cH:5][cH:6][cH:7][cH:8][c:9]12. RXN SMILES: [B:19]([O-:20])([O-:31])[O:32][c:21]1[cH:22][cH:23][c:24]([O:27][CH:28]([CH3:29])[CH3:30])[cH:25][cH:26]1.[Br:1][c:2]1[cH:3][cH:4][c:5]2[c:6]([cH:18]1)[CH:7]=[C:8]([C:14](=[O:15])[O:16][CH3:17])[CH2:9][CH2:10][S:11]2(=[O:12])=[O:13].[C:33](=[O:34])([O-:35])[O-:36].[CH2:40]([OH:41])[CH3:42].[K+:37].[K+:38].[OH2:39].[c:43]1([CH3:44])[cH:45][cH:46][cH:47][cH:48][cH:49]1>>[c:2]1(-[c:21]2[cH:22][cH:23][c:24]([O:27][CH:28]([CH3:29])[CH3:30])[cH:25][cH:26]2)[cH:3][cH:4][c:5]2[c:6]([cH:18]1)[CH:7]=[C:8]([C:14](=[O:15])[O:16][CH3:17])[CH2:9][CH2:10][S:11]2(=[O:12])=[O:13]. Yields the product COC(=O)C1=Cc2cc(-c3ccc(OC(C)C)cc3)ccc2S(=O)(=O)CC1. The reactants are CC(C)Oc1ccc(OB([O-])[O-])cc1, COC(=O)C1=Cc2cc(Br)ccc2S(=O)(=O)CC1, O=C([O-])[O-], CCO, [K+], [K+], O, Cc1ccccc1. Reactants: C(C1=CC=CC=C1)N1C(CC(C1)CCl)=O (1-benzyl-4-chloromethyl-pyrrolidin-2-one), C(C)NCC (diethylamine). Run in CN(C=O)C (dimethylformamide). Yields the product C(C1=CC=CC=C1)N1C(CC(C1)CN(CC)CC)=O (1-Benzyl-4-di-ethylaminomethyl-pyrrolidin-2-one). Reaction SMILES: [CH2:1]([N:8]1[CH2:12][CH:11]([CH2:13]Cl)[CH2:10][C:9]1=[O:15])[C:2]1[CH:7]=[CH:6][CH:5]=[CH:4][CH:3]=1.[CH2:16]([NH:18][CH2:19][CH3:20])[CH3:17]>CN(C)C=O>[CH2:1]([N:8]1[CH2:12][CH:11]([CH2:13][N:18]([CH2:19][CH3:20])[CH2:16][CH3:17])[CH2:10][C:9]1=[O:15])[C:2]1[CH:7]=[CH:6][CH:5]=[CH:4][CH:3]=1. Procedure: 14 g (0.06 mol) of crude 1-benzyl-4-chloromethyl-pyrrolidin-2-one, prepared as in Example 1a), 10 g of diethylamine and 50 ml of dimethylformamide are stirred or shaken for 2 hours at 150° C. in the autoclave. The mixture is evaporated to dryness in vacuo and the residue is taken up in methylene chloride then washed first with water and finally the title compound is extracted twice with 25 ml of 2N HCl. The aqueous phase is removed, made alkaline with sodium hydroxide solution and the organic ba... Starting materials: FC1=C(C=C(C(=C1)F)CNCC(F)(F)F)[C@@]12N=C(SC[C@@H]1C[C@@H](OC2)C)NC(C2=CC=CC=C2)=O (N-[(4aR,6S,8aS)-8a-(2,4-Difluoro-5-{[(2,2,2-trifluoroethyl)amino]methyl}phenyl)-6-methyl-4,4a,5,6,8,8a-hexahydropyrano[3,4-d][1,3]thiazin-2-yl]benzamide), FC1=C(C=C(C(=C1)F)CNCC(F)(F)F)[C@@]12N=C(SC[C@@H]1C[C@@H](OC2)CF)N ((4aR,6R,8aS)-8a-(2,4-difluoro-5-{[(2,2,2-trifluoroethyl)amino]methyl}phenyl)-6-(fluoromethyl)-4,4a,5,6,8,8a-hexahydropyrano[3,4-d][1,3]thiazin-2-amine). Yields the product FC1=C(C=C(C(=C1)F)CNCC(F)(F)F)[C@@]12N=C(SC[C@@H]1C[C@@H](OC2)C)N ((4aR,6S,8aS)-8a-(2,4-difluoro-5-{[(2,2,2-trifluoroethyl)amino]methyl}phenyl)-6-methyl-4,4a,5,6,8,8a-hexahydropyrano[3,4-d][1,3]thiazin-2-amine). RXN SMILES: [F:1][C:2]1[CH:7]=[C:6]([F:8])[C:5]([CH2:9][NH:10][CH2:11][C:12]([F:15])([F:14])[F:13])=[CH:4][C:3]=1[C@:16]12[CH2:25][O:24][C@@H:23]([CH3:26])[CH2:22][C@H:21]1[CH2:20][S:19][C:18]([NH:27]C(=O)C1C=CC=CC=1)=[N:17]2.FC1C=C(F)C(CNCC(F)(F)F)=CC=1[C@]12CO[C@@H](CF)C[C@H]1CSC(N)=N2>>[F:1][C:2]1[CH:7]=[C:6]([F:8])[C:5]([CH2:9][NH:10][CH2:11][C:12]([F:14])([F:15])[F:13])=[CH:4][C:3]=1[C@:16]12[CH2:25][O:24][C@@H:23]([CH3:26])[CH2:22][C@H:21]1[CH2:20][S:19][C:18]([NH2:27])=[N:17]2. Procedure: N-[(4aR,6S,8aS)-8a-(2,4-Difluoro-5-{[(2,2,2-trifluoroethyl)amino]methyl}phenyl)-6-methyl-4,4a,5,6,8,8a-hexahydropyrano[3,4-d][1,3]thiazin-2-yl]benzamide (C28) was converted to the product according to the method described for the synthesis of (4aR,6R,8aS)-8a-(2,4-difluoro-5-{[(2,2,2-trifluoroethyl)amino]methyl}phenyl)-6-(fluoromethyl)-4,4a,5,6,8,8a-hexahydropyrano[3,4-d][1,3]thiazin-2-amine (8) in Example 8. Purification via silica gel chromatography (Gradient: 0% to 20% methanol in dichlorometh...